From a dataset of the Open Reaction Database (ORD), a public repository of structured organic reaction records. describe an organic reaction: reactants, conditions, products, and yield Reaction SMILES: [Na:1].[S:2]([O:6][N:7]1[C:13](=[O:14])[N:12]2[CH2:15][C@H:8]1[CH2:9][CH2:10][C@H:11]2[CH2:16][NH:17]C(OC(C)(C)C)=O)([OH:5])(=[O:4])=[O:3].FC(F)(F)C(O)=O>ClCCl>[Na:1].[S:2]([O:6][N:7]1[C:13](=[O:14])[N:12]2[CH2:15][C@H:8]1[CH2:9][CH2:10][C@H:11]2[CH2:16][NH2:17])([OH:5])(=[O:3])=[O:4] |^1:0,34|. Yields the product [Na] (sodium), S(=O)(=O)(O)ON1[C@@H]2CC[C@H](N(C1=O)C2)CN ((2S, 5R)-6-sulfooxy-2-(aminomethyl)-7-oxo-1,6-diaza-bicyclo [3.2.1]octane). The solvent is ClCCl (dichloromethane). Starting materials: FC(C(=O)O)(F)F (trifluoroacetic acid), FC(C(=O)O)(F)F (trifluoroacetic acid), [Na] (sodium), S(=O)(=O)(O)ON1[C@@H]2CC[C@H](N(C1=O)C2)CNC(=O)OC(C)(C)C ((2S, 5R)-6-sulfooxy-2-(tert-butoxycarbonylaminomethyl)-7-oxo-1,6-diaza-bicyclo[3.2.1]octane). The yield is 90.0%. Conditions: temperature 2.5 celsius, time 2 hour. Reported procedure: The sodium salt of (2S, 5R)-6-sulfooxy-2-(tert-butoxycarbonylaminomethyl)-7-oxo-1,6-diaza-bicyclo[3.2.1]octane (2.4 g, 0.006 moles) was suspended in dichloromethane (6 ml) and to the reaction mixture was slowly added trifluoroacetic acid (6 ml) at about 0-5° C. The reaction mixture was stirred between about 0-5° C. for additional 2 hours. The solvent and excess trifluoroacetic acid was evaporated under vacuum below 40° C. to approximately ⅓ of its original volume to provide pale yellow oily resi... The reactants are CS(=O)(=O)Cl (methanesulfonyl chloride), CNC1CN(CC1)C(=O)C1=CC2=NC=CC(=C2S1)Cl ((3-methylamino-pyrrolidin-1-yl)-(7-chloro-thieno[3,2-b]pyridin-2yl)-methanone). Product: CN(S(=O)(=O)C)C1CN(CC1)C(=O)C1=CC2=NC=CC(=C2S1)Cl ((+/−)-Methanesulfonic acid methyl-{1-[7-chloro-thieno[3,2-b]pyridine-2-carbonyl]-pyrrolidin-3-yl}-amide). RXN SMILES: [CH3:1][S:2](Cl)(=[O:4])=[O:3].[CH3:6][NH:7][CH:8]1[CH2:12][CH2:11][N:10]([C:13]([C:15]2[S:23][C:22]3[C:17](=[N:18][CH:19]=[CH:20][C:21]=3[Cl:24])[CH:16]=2)=[O:14])[CH2:9]1>>[CH3:6][N:7]([CH:8]1[CH2:12][CH2:11][N:10]([C:13]([C:15]2[S:23][C:22]3[C:17](=[N:18][CH:19]=[CH:20][C:21]=3[Cl:24])[CH:16]=2)=[O:14])[CH2:9]1)[S:2]([CH3:1])(=[O:4])=[O:3]. Reported procedure: The title compound was prepared from methanesulfonyl chloride and (3-methylamino-pyrrolidin-1-yl)-(7-chloro-thieno[3,2-b]pyridin-2yl)-methanone by a procedure analogous to Example 64C. MS: 374/376 (MH+); HPLC Rf: 4.14 min.; HPLC purity 98%. Solvent: C1CCOC1 (THF). Isolated yield 189.0%. RXN SMILES: [C:1]([C:5]1[CH:6]=[C:7]([CH:10]=[C:11]([C:22]([CH3:25])([CH3:24])[CH3:23])[C:12]=1[O:13][CH2:14][O:15][CH2:16][CH2:17][Si:18]([CH3:21])([CH3:20])[CH3:19])[CH:8]=[O:9])([CH3:4])([CH3:3])[CH3:2].[Cl-].[NH4+]>C1COCC1>[CH3:19][Si:18]([CH3:21])([CH3:20])[C:17]#[C:16][C:10]1[C:11]([C:22]([CH3:25])([CH3:24])[CH3:23])=[C:12]([O:13][CH2:14][O:15][CH2:16][CH2:17][Si:18]([CH3:21])([CH3:20])[CH3:19])[C:5]([C:1]([CH3:4])([CH3:3])[CH3:2])=[CH:6][C:7]=1[CH2:8][OH:9] |f:1.2|. Starting materials: C(C)(C)(C)C=1C=C(C=O)C=C(C1OCOCC[Si](C)(C)C)C(C)(C)C (3,5-di-tert-butyl-4-(2-trimethylsilylethoxymethoxy)benzaldehyde), [Cl-].[NH4+] (ammonium chloride). Product: C[Si](C#CC1=C(C=C(C(=C1C(C)(C)C)OCOCC[Si](C)(C)C)C(C)(C)C)CO)(C)C (α-Trimethylsilylethynyl-3,5-di-tert-butyl-4-(2-trimethylsilylethoxymethoxy)benzenemethanol). Procedure: This solution is introduced dropwise into a solution of 15.4 g (42.3 mmol) of 3,5-di-tert-butyl-4-(2-trimethylsilylethoxymethoxy)benzaldehyde in 50 ml of THF at −78° C. The reaction medium is allowed to return to room temperature, poured into aqueous ammonium chloride solution and extracted with ethyl ether and the organic phase is separated out after settling has taken place, dried over magnesium sulphate and evaporated. 18.5 g (95%) of the expected alcohol are obtained in the form of a yellow ... Starting materials: COc1ccc(Nc2nc(-c3ccc(F)cc3)ncc2-c2nc(C)nc(SC)n2)cn1, N, C1COCCO1. Product: COc1ccc(Nc2nc(-c3ccc(F)cc3)ncc2-c2nc(C)nc(N)n2)cn1. Reaction SMILES: [F:1][c:2]1[cH:3][cH:4][c:5](-[c:8]2[n:9][cH:10][c:11](-[c:23]3[n:24][c:25]([S:30][CH3:31])[n:26][c:27]([CH3:29])[n:28]3)[c:12]([NH:14][c:15]3[cH:16][n:17][c:18]([O:21][CH3:22])[cH:19][cH:20]3)[n:13]2)[cH:6][cH:7]1.[NH3:32].[O:33]1[CH2:34][CH2:35][O:36][CH2:37][CH2:38]1>>[F:1][c:2]1[cH:3][cH:4][c:5](-[c:8]2[n:9][cH:10][c:11](-[c:23]3[n:24][c:25]([NH2:32])[n:26][c:27]([CH3:29])[n:28]3)[c:12]([NH:14][c:15]3[cH:16][n:17][c:18]([O:21][CH3:22])[cH:19][cH:20]3)[n:13]2)[cH:6][cH:7]1.